Dataset: the Open Reaction Database (ORD), a public repository of structured organic reaction records. Task: describe an organic reaction: reactants, conditions, products, and yield The reactants are FC1=C(C=C(C=C1)C)I (4-Fluoro-3-iodotoluene), BrN1C(CCC1=O)=O (N-bromosuccinimide). The reagents and catalysts are N(=NC(C#N)(C)C)C(C#N)(C)C (2,2′-azobis-(2-methylpropionitrile)). Solvent: C(Cl)(Cl)(Cl)Cl (carbon tetrachloride). The product is BrCC1=CC(=C(C=C1)F)I (4-Bromomethyl-1-fluoro-2-iodo-benzene). The yield is 51.1%. RXN SMILES: [F:1][C:2]1[CH:7]=[CH:6][C:5]([CH3:8])=[CH:4][C:3]=1[I:9].[Br:10]N1C(=O)CCC1=O>C(Cl)(Cl)(Cl)Cl.N(C(C)(C)C#N)=NC(C)(C)C#N>[Br:10][CH2:8][C:5]1[CH:6]=[CH:7][C:2]([F:1])=[C:3]([I:9])[CH:4]=1. Procedure details: 4-Fluoro-3-iodotoluene (50 g, 210 mMol), N-bromosuccinimide (37.7 g, 212 mMol) and 2,2′-azobis-(2-methylpropionitrile) (348 mg, 2.12 mMol) were dissolved in carbon tetrachloride (300 mL) under an atmosphere of dry N2. The mixture was heated to reflux for 4 hours and then cooled to ambient temperature. The mixture was concentrated under vacuum and triturated with Et2O. The filtrate was successively washed with water, aqueous saturated NaHCO3 and brine. The ether layer was dried over MgSO4, filter... Starting materials: CN(C1CCC=2NC3=CC=C(C=C3C2C1)C(=O)O)C (3-dimethylamino-1,2,3,4-tetrahydro-9H-carbazole-6-carboxylic acid), ClC1=NC=CC=C1N (2-chloro-3-aminopyridine). Product: ClC1=NC=CC=C1NC(=O)C=1C=C2C=3CC(CCC3NC2=CC1)N(C)C (N-(2-chloropyridin-3-yl)-3-dimethylamino-1,2,3,4-tetrahydro-9H-carbazole-6-carboxamide). Isolated yield 9.0%. Reaction SMILES: [CH3:1][N:2]([CH3:19])[CH:3]1[CH2:15][C:14]2[C:13]3[C:8](=[CH:9][CH:10]=[C:11]([C:16]([OH:18])=O)[CH:12]=3)[NH:7][C:6]=2[CH2:5][CH2:4]1.[Cl:20][C:21]1[C:26]([NH2:27])=[CH:25][CH:24]=[CH:23][N:22]=1>>[Cl:20][C:21]1[C:26]([NH:27][C:16]([C:11]2[CH:12]=[C:13]3[C:8](=[CH:9][CH:10]=2)[NH:7][C:6]2[CH2:5][CH2:4][CH:3]([N:2]([CH3:1])[CH3:19])[CH2:15][C:14]3=2)=[O:18])=[CH:25][CH:24]=[CH:23][N:22]=1. Procedure details: Beginning with 7.4 mg (0.029 mMol) 3-dimethylamino-1,2,3,4-tetrahydro-9H-carbazole-6-carboxylic acid and 2-chloro-3-aminopyridine, 1.2 mg (9%) of the title compound were recovered. Starting materials: C1(=CC=CC=C1)C (toluene), COC1=C(C=CC(=C1)CNCCCNCCCCNCCCN)O.ClC1=NC(=CC(=N1)NC(C1=CC=C(C=C1)O)CC)CC (dl-5 chloro-6-ethyl-4-(α-ethyl-4-hydroxybenzyl)aminopyrimidine), O (water), C1(CC1)CCl (cyclopropylmethyl chloride). Solvent: C(C)(=O)OCC (ethyl acetate), CN(C=O)C (N,N-dimethylformamide). Reaction conditions: time 8 hour. The product is COC1=C(C=CC(=C1)CNCCCNCCCCNCCCN)O.ClC1=NC(=CC(=N1)NC(C1=CC=C(C=C1)OCC1CC1)CC)CC (dl-5 chloro-6-ethyl-4-[α-ethyl-4-(cyclopropylmethoxy)benzyl]aminopyrimidine). Isolated yield 41.9%. Reaction SMILES: [CH3:1][O:2][C:3]1[CH:8]=[C:7]([CH2:9][NH:10][CH2:11][CH2:12][CH2:13][NH:14][CH2:15][CH2:16][CH2:17][CH2:18][NH:19][CH2:20][CH2:21][CH2:22][NH2:23])[CH:6]=[CH:5][C:4]=1[OH:24].[Cl:25][C:26]1[N:31]=[C:30]([NH:32][CH:33]([CH2:41][CH3:42])[C:34]2[CH:39]=[CH:38][C:37]([OH:40])=[CH:36][CH:35]=2)[CH:29]=[C:28]([CH2:43][CH3:44])[N:27]=1.[CH:45]1([CH2:48]Cl)[CH2:47][CH2:46]1.O.C1(C)C=CC=CC=1>CN(C)C=O.C(OCC)(=O)C>[CH3:1][O:2][C:3]1[CH:8]=[C:7]([CH2:9][NH:10][CH2:11][CH2:12][CH2:13][NH:14][CH2:15][CH2:16][CH2:17][CH2:18][NH:19][CH2:20][CH2:21][CH2:22][NH2:23])[CH:6]=[CH:5][C:4]=1[OH:24].[Cl:25][C:26]1[N:31]=[C:30]([NH:32][CH:33]([CH2:41][CH3:42])[C:34]2[CH:39]=[CH:38][C:37]([O:40][CH2:48][CH:45]3[CH2:47][CH2:46]3)=[CH:36][CH:35]=2)[CH:29]=[C:28]([CH2:43][CH3:44])[N:27]=1 |f:0.1,7.8|. Reported procedure: To a solution of 1.1 g of dl-5-chloro-6-ethyl-4-(α-ethyl-4-hydroxybenzyl)aminopyrimidine dissolved in 30 ml of N,N-dimethylformamide was added 0.4 g of cyclopropylmethyl chloride, and the mixture was stirred at 90° to 100° C. for 8 hours. After completion of the reaction, the reaction mixture was charged into water and the separated oily product was extracted with ethyl acetate. The extract was washed with water, dried with anhydrous magnesium sulfate, and then the solvent was distilled off unde... Starting materials: C(C)(C)(C)NC(=O)[C@H]1N(CC[C@H](C1)C1=CC=CC=C1)C[C@H]([C@H](CC1=CC=CC=C1)NC(=O)OCC1=CC=CC=C1)O (N-tert-butyl-1-{3(S)-(benzyloxycarbonylamino)-2(R)-hydroxy-4-phenylbutyl}-4(R)-phenylpiperidine-2(S)-carboxamide), [Li] (lithium), N1=C(C=CC=C1)COC(=O)N[C@@H]([C@@H](C)CC)C(=O)O (N-{(2-pyridinylmethoxy)carbonyl}isoleucine), ON1N=NC2=C1C=CC=C2 (1-hydroxybenzotriazole), C(C)N=C=NCCCN(C)C (N-ethyl-N'-{3-(dimethylamino)propyl}carbodiimide). The reagents and catalysts are [Pd] (Pd/C). The solvent is CCOCC (Et2O), CN(C)C=O (DMF), CO (MeOH). Conditions: time 18 hour. The product is C(C)(C)(C)NC(=O)[C@H]1N(CC[C@H](C1)C1=CC=CC=C1)C[C@H]([C@H](CC1=CC=CC=C1)N)O (N-tert-butyl-1-{3(S)-amino-2(R)-hydroxy-4-phenylbutyl}-4(R)-phenylpiperidine-2(S)-carboxamide), C(C)(C)(C)NC(=O)[C@H]1N(CC[C@H](C1)C1=CC=CC=C1)C[C@H]([C@H](CC1=CC=CC=C1)NC([C@@H](NC(=O)OCC1=NC=CC=C1)[C@@H](C)CC)=O)O (N-tert-Butyl-1-{2 (R)-hydroxy-4-phenyl-3(S)-{{N-{(2-pyridinylmethoxy)carbonyl}isoleucyl}amino}butyl}-4(R)-phenylpiperidine-2(S)carboxamide). Yield: 161.8%. Reaction SMILES: [C:1]([NH:5][C:6]([C@@H:8]1[CH2:13][C@H:12]([C:14]2[CH:19]=[CH:18][CH:17]=[CH:16][CH:15]=2)[CH2:11][CH2:10][N:9]1[CH2:20][C@@H:21]([OH:41])[C@@H:22]([NH:30]C(OCC1C=CC=CC=1)=O)[CH2:23][C:24]1[CH:29]=[CH:28][CH:27]=[CH:26][CH:25]=1)=[O:7])([CH3:4])([CH3:3])[CH3:2].[Li].[N:43]1[CH:48]=[CH:47][CH:46]=[CH:45][C:44]=1[CH2:49][O:50][C:51]([NH:53][C@H:54]([C:59]([OH:61])=O)[C@H:55]([CH2:57][CH3:58])[CH3:56])=[O:52].ON1C2C=CC=CC=2N=N1.C(N=C=NCCCN(C)C)C>CN(C=O)C.CCOCC.[Pd].CO>[C:1]([NH:5][C:6]([C@@H:8]1[CH2:13][C@H:12]([C:14]2[CH:15]=[CH:16][CH:17]=[CH:18][CH:19]=2)[CH2:11][CH2:10][N:9]1[CH2:20][C@@H:21]([OH:41])[C@@H:22]([NH2:30])[CH2:23][C:24]1[CH:25]=[CH:26][CH:27]=[CH:28][CH:29]=1)=[O:7])([CH3:4])([CH3:2])[CH3:3].[C:1]([NH:5][C:6]([C@@H:8]1[CH2:13][C@H:12]([C:14]2[CH:15]=[CH:16][CH:17]=[CH:18][CH:19]=2)[CH2:11][CH2:10][N:9]1[CH2:20][C@@H:21]([OH:41])[C@@H:22]([NH:30][C:59](=[O:61])[C@H:54]([C@H:55]([CH2:57][CH3:58])[CH3:56])[NH:53][C:51]([O:50][CH2:49][C:44]1[CH:45]=[CH:46][CH:47]=[CH:48][N:43]=1)=[O:52])[CH2:23][C:24]1[CH:25]=[CH:26][CH:27]=[CH:28][CH:29]=1)=[O:7])([CH3:4])([CH3:2])[CH3:3] |^1:41|. Reported procedure: N-tert-butyl-1-{3(S)-amino-2(R)-hydroxy-4-phenylbutyl}-4(R)-phenylpiperidine-2(S)-carboxamide {prepared by hydrogenolysis (5% Pd/C, 1 atmosphere, MeOH, 2 h) from 0.605 mg (0.108 mmol) of N-tert-butyl-1-{3(S)-(benzyloxycarbonylamino)-2(R)-hydroxy-4-phenylbutyl}-4(R)-phenylpiperidine-2(S)-carboxamide (see entry 1 of Table I)} was dissolved in DMF (1.6 mL). The lithium salt of N-{(2-pyridinylmethoxy)carbonyl}isoleucine (586 mg, 0.228 mmol), 1-hydroxybenzotriazole (32 mg, 0.237 mmol) and N-ethyl-N'-... The reactants are Fc1ccc2c(CCCCl)noc2c1, c1cc2c3c(c1)C1CNCCC1N3CCC2. Product: Fc1ccc2c(CCCN3CCC4C(C3)c3cccc5c3N4CCC5)noc2c1. Reaction SMILES: [Cl:17][CH2:18][CH2:19][CH2:20][c:21]1[n:22][o:23][c:24]2[c:25]1[cH:26][cH:27][c:28]([F:30])[cH:29]2.[cH:1]1[cH:2][cH:3][c:4]2[c:9]3[c:10]1[CH:11]1[CH:12]([N:8]3[CH2:7][CH2:6][CH2:5]2)[CH2:13][CH2:14][NH:15][CH2:16]1>>[cH:1]1[cH:2][cH:3][c:4]2[c:9]3[c:10]1[CH:11]1[CH:12]([N:8]3[CH2:7][CH2:6][CH2:5]2)[CH2:13][CH2:14][N:15]([CH2:18][CH2:19][CH2:20][c:21]2[n:22][o:23][c:24]3[c:25]2[cH:26][cH:27][c:28]([F:30])[cH:29]3)[CH2:16]1.